Dataset: the Open Reaction Database (ORD), a public repository of structured organic reaction records. Task: describe an organic reaction: reactants, conditions, products, and yield Starting materials: ClCCl, COC(=O)C(CC#Cc1cc(-c2ccc(F)cc2C)c(N(C)C(=O)C(C)(C)c2cc(C(F)(F)F)cc(C(F)(F)F)c2)cn1)NC(=O)OC(C)(C)C, [Na+], O=C([O-])O, O=C(O)C(F)(F)F. Yields the product COC(=O)C(N)CC#Cc1cc(-c2ccc(F)cc2C)c(N(C)C(=O)C(C)(C)c2cc(C(F)(F)F)cc(C(F)(F)F)c2)cn1. Reaction SMILES: [Cl:59][CH2:60][Cl:61].[F:8][C:9]([c:10]1[cH:11][c:12]([C:20]([C:21](=[O:22])[N:23]([c:24]2[c:25](-[c:46]3[c:47]([CH3:53])[cH:48][c:49]([F:52])[cH:50][cH:51]3)[cH:26][c:27]([C:30]#[C:31][CH2:32][CH:33]([C:34](=[O:35])[O:36][CH3:37])[NH:38][C:39]([O:40][C:41]([CH3:42])([CH3:43])[CH3:44])=[O:45])[n:28][cH:29]2)[CH3:54])([CH3:55])[CH3:56])[cH:13][c:14]([C:16]([F:17])([F:18])[F:19])[cH:15]1)([F:57])[F:58].[Na+:66].[O-:62][C:63]([OH:64])=[O:65].[OH:1][C:2]([C:3]([F:4])([F:5])[F:6])=[O:7]>>[F:8][C:9]([c:10]1[cH:11][c:12]([C:20]([C:21](=[O:22])[N:23]([c:24]2[c:25](-[c:46]3[c:47]([CH3:53])[cH:48][c:49]([F:52])[cH:50][cH:51]3)[cH:26][c:27]([C:30]#[C:31][CH2:32][CH:33]([C:34](=[O:35])[O:36][CH3:37])[NH2:38])[n:28][cH:29]2)[CH3:54])([CH3:55])[CH3:56])[cH:13][c:14]([C:16]([F:17])([F:18])[F:19])[cH:15]1)([F:57])[F:58]. Starting materials: Cl.S1C=C(C=C1)C(=O)CN (N-[(3-thienylcarbonyl)methyl]amine hydrochloride), C([O-])(O)=O.[Na+] (sodium bicarbonate), ClC1=C(C(=O)Cl)C=CC=C1 (2-chlorobenzoyl chloride). Yields the product ClC1=C(C(=O)NCC(=O)C2=CSC=C2)C=CC=C1 (N-(2-chlorobenzoyl)-N-[(3-thienylcarbonyl)methyl]amine). Isolated yield 95.7%. Reaction SMILES: Cl.[S:2]1[CH:6]=[CH:5][C:4]([C:7]([CH2:9][NH2:10])=[O:8])=[CH:3]1.C(=O)(O)[O-].[Na+].[Cl:16][C:17]1[CH:25]=[CH:24][CH:23]=[CH:22][C:18]=1[C:19](Cl)=[O:20]>>[Cl:16][C:17]1[CH:25]=[CH:24][CH:23]=[CH:22][C:18]=1[C:19]([NH:10][CH2:9][C:7]([C:4]1[CH:5]=[CH:6][S:2][CH:3]=1)=[O:8])=[O:20] |f:0.1,2.3|. Procedure: 7.5 g of N-[(3-thienylcarbonyl)methyl]amine hydrochloride, 10.0 g of sodium bicarbonate and 8.86 g of 2-chlorobenzoyl chloride are treated in the same manner as described in Preparation 1-(3). 11.3 g of N-(2-chlorobenzoyl)-N-[(3-thienylcarbonyl)methyl]amine are thereby obtained. Reactants: N(=NC(=O)OCC)C(=O)OCC (diethyl azodicarboxylate), Polystyrene, BrC1=CC=C(C(=N1)C(=O)OC)O (methyl 6-bromo-3-hydroxypicolinate), CN(C=1C=C(OCCO)C=CC1)C (2-(3-(dimethylamino)phenoxy)ethanol). The solvent is C(Cl)Cl (DCM). Run at time 4 hour. The product is BrC1=CC=C(C(=N1)C(=O)OC)OCCOC1=CC(=CC=C1)N(C)C (methyl 6-bromo-3-(2-(3-(dimethylamino)phenoxy)ethoxy)picolinate). RXN SMILES: [Br:1][C:2]1[N:7]=[C:6]([C:8]([O:10][CH3:11])=[O:9])[C:5]([OH:12])=[CH:4][CH:3]=1.[CH3:13][N:14]([CH3:25])[C:15]1[CH:16]=[C:17]([CH:22]=[CH:23][CH:24]=1)[O:18][CH2:19][CH2:20]O.N(C(OCC)=O)=NC(OCC)=O>C(Cl)Cl>[Br:1][C:2]1[N:7]=[C:6]([C:8]([O:10][CH3:11])=[O:9])[C:5]([O:12][CH2:20][CH2:19][O:18][C:17]2[CH:22]=[CH:23][CH:24]=[C:15]([N:14]([CH3:13])[CH3:25])[CH:16]=2)=[CH:4][CH:3]=1. Procedure: Polystyrene bound PPh3 (0.77 g at 1 mmol/g, 0.77 mmol, 1.5 eq) was added to a solution of methyl 6-bromo-3-hydroxypicolinate (0.119 g, 0.51 mmol) and 2-(3-(dimethylamino)phenoxy)ethanol (39B) (0.093 g, 0.51 mmol) in dry DCM (5 mL). To this was added diethyl azodicarboxylate (0.134 mg, 0.77 mmol) dropwise, and the reaction mixture was stirred at rt for 4 hours, filtered to remove the resin, and concentrated under reduced pressure. The crude material was purified by column chromatography on silica... Reactants: N(C1=CC=CC=C1)C1=NC(=CC(=N1)C)C=C(C)Cl (2-anilino-4-methyl-6-(2-chloropropen-1-yl)pyrimidine), [OH-].[K+] (KOH), C1(=CC=CC=C1)C (toluene). The solvent is O (water). The product is N(C1=CC=CC=C1)C1=NC(=CC(=N1)C)C#CC (2-anilino-4-methyl-6-(1-propynyl)pyrimidine). Yield: 37.4%. RXN SMILES: [NH:1]([C:8]1[N:13]=[C:12]([CH3:14])[CH:11]=[C:10]([CH:15]=[C:16](Cl)[CH3:17])[N:9]=1)[C:2]1[CH:7]=[CH:6][CH:5]=[CH:4][CH:3]=1.[OH-].[K+].C1(C)C=CC=CC=1>O>[NH:1]([C:8]1[N:13]=[C:12]([CH3:14])[CH:11]=[C:10]([C:15]#[C:16][CH3:17])[N:9]=1)[C:2]1[CH:3]=[CH:4][CH:5]=[CH:6][CH:7]=1 |f:1.2|. Procedure: Into a 100 ml reaction flask equipped with a stirrer, a thermometer and a condenser, 5.2 g (0.02 mol) of 2-anilino-4-methyl-6-(2-chloropropen-1-yl)pyrimidine, 1.3 g (0.024 mol) of finely pulverized KOH and 50 ml of toluene were charged, and the mixture was reacted for 10 hours under reflux. The reaction mixture was cooled, water was added, and the mixture was subjected to liquid separation. The toluene layer was washed with water. The toluene layer was concentrated and subjected to column chroma... The reactants are C(C1=CC=CC=C1)N1C(=CC2=CC(=CC=C12)Cl)C(C(CC1=CC=C(C(=O)OC)C=C1)CC1=CC=C(C=C1)C(C)(C)C)=O (Methyl 4-[(2RS)-3-(1-benzyl-5-chloro-1H-indol-2-yl)-2-(4-tert-butylbenzyl)-3-oxopropyl]benzoate), C1(=CC=CC=C1)OC (anisole), [Al+3].[Cl-].[Cl-].[Cl-] (AlCl3). Solvent: C1(=CC=CC=C1)C (toluene). Run at temperature 0 celsius, time 30 minute. The product is C(C)(C)(C)C1=CC=C(CC(CC2=CC=C(C(=O)OC)C=C2)C(=O)C=2NC3=CC=C(C=C3C2)Cl)C=C1 (Methyl 4-[(2RS)-2-(4-tert-butylbenzyl)-3-(5-chloro-1H-indol-2-yl)-3-oxopropyl]benzoate). Reaction SMILES: [Al+3].[Cl-].[Cl-].[Cl-].C([N:12]1[C:20]2[C:15](=[CH:16][C:17]([Cl:21])=[CH:18][CH:19]=2)[CH:14]=[C:13]1[C:22](=[O:46])[CH:23]([CH2:35][C:36]1[CH:41]=[CH:40][C:39]([C:42]([CH3:45])([CH3:44])[CH3:43])=[CH:38][CH:37]=1)[CH2:24][C:25]1[CH:34]=[CH:33][C:28]([C:29]([O:31][CH3:32])=[O:30])=[CH:27][CH:26]=1)C1C=CC=CC=1.C1(OC)C=CC=CC=1>C1(C)C=CC=CC=1>[C:42]([C:39]1[CH:38]=[CH:37][C:36]([CH2:35][CH:23]([C:22]([C:13]2[NH:12][C:20]3[C:15]([CH:14]=2)=[CH:16][C:17]([Cl:21])=[CH:18][CH:19]=3)=[O:46])[CH2:24][C:25]2[CH:26]=[CH:27][C:28]([C:29]([O:31][CH3:32])=[O:30])=[CH:33][CH:34]=2)=[CH:41][CH:40]=1)([CH3:45])([CH3:43])[CH3:44] |f:0.1.2.3|. Reported procedure: To a cooled (0° C.) flask containing AlCl3 (622 mg, 4.66 mmol) was added a solution of the title compound of Example 12 Step C (674 mg, 1.17 mmol) and anisole (0.253 mL, 2.33 mmol) in toluene (3 mL). After 30 min, the mixture was removed from the 0° C. bath and allowed to stir at room temperature for 1.5 h, whereupon it was poured into H2O. The aqueous phase was extracted with EtOAc, and the organic phase was concentrated in vacuo. Purification by flash chromatography on silica gel (0 to 30%, th...